From a dataset of the Open Reaction Database (ORD), a public repository of structured organic reaction records. describe an organic reaction: reactants, conditions, products, and yield The product is N1N=C(C2=C1C1=CC=CC=C1C2)C2=CC=C(C=C2)O (4-(1,4-dihydroindeno[1,2-c]pyrazol-3-yl)phenol). The solvent is C(C)O (ethanol). Starting materials: O=C1C(CC2=CC=CC=C12)=CC1=CC=C(C=C1)O (4-(1-oxoindan-2-ylidenemethyl)phenol), C1(=CC=C(C=C1)S(=O)(=O)NN)C (p-toluenesulphonyl hydrazine), C1(=CC=C(C=C1)S(=O)(=O)O)C (p-toluenesulphonic acid). Procedure details: A mixture of 4-(1-oxoindan-2-ylidenemethyl)phenol (1.67 g, Chem. Ber. 1901, 34, 413), p-toluenesulphonyl hydrazine (1.95 g), p-toluenesulphonic acid (0.27 g) and ethanol (15 ml) was boiled under reflux for 72 hours. The solvent was removed under reduced pressure and the residue was purified by flash column chromatography on silica using petroleum ether, b.p. 60-80° C./ethyl acetate (1:1) as the mobile phase. Appropriate fractions were collected, combined and evaporated to give a residue which wa... As a reaction SMILES: O=[C:2]1[C:10]2[C:5](=[CH:6][CH:7]=[CH:8][CH:9]=2)[CH2:4][C:3]1=[CH:11][C:12]1[CH:17]=[CH:16][C:15]([OH:18])=[CH:14][CH:13]=1.C1(C)C=CC(S([NH:28][NH2:29])(=O)=O)=CC=1.C1(C)C=CC(S(O)(=O)=O)=CC=1>C(O)C>[NH:28]1[C:2]2[C:10]3[C:5]([CH2:4][C:3]=2[C:11]([C:12]2[CH:17]=[CH:16][C:15]([OH:18])=[CH:14][CH:13]=2)=[N:29]1)=[CH:6][CH:7]=[CH:8][CH:9]=3. The reactants are ice water, [H-].[Na+] (sodium hydride), CC1=CC2=C(NC=N2)C=C1C (5,6-dimethyl-1H-benzo[d]imidazole), ClCC1=CC2=C(N=C(S2)SC)C=C1 (6-(chloromethyl)-2-(methylthio)benzo[d]thiazole). Solvent: CN(C)C=O (DMF), CN(C)C=O (DMF). Conditions: time 5 minute. Product: CC1=CC2=C(N(C=N2)CC2=CC3=C(N=C(S3)SC)C=C2)C=C1C (6-((5,6-dimethyl-1H-benzo[d]imidazol-1-yl)methyl)-2-(methylthio)benzo[d]thiazole). Yield: 94.7%. As a reaction SMILES: [H-].[Na+].[CH3:3][C:4]1[C:12]([CH3:13])=[CH:11][C:7]2[NH:8][CH:9]=[N:10][C:6]=2[CH:5]=1.Cl[CH2:15][C:16]1[CH:26]=[CH:25][C:19]2[N:20]=[C:21]([S:23][CH3:24])[S:22][C:18]=2[CH:17]=1>CN(C=O)C>[CH3:3][C:4]1[C:12]([CH3:13])=[CH:11][C:7]2[N:8]([CH2:15][C:16]3[CH:26]=[CH:25][C:19]4[N:20]=[C:21]([S:23][CH3:24])[S:22][C:18]=4[CH:17]=3)[CH:9]=[N:10][C:6]=2[CH:5]=1 |f:0.1|. Procedure: To a stirred mixture of anhydrous DMF (15 mL) and sodium hydride (60% dispersion in mineral oil, 105 mg, 2.63 mmol) at 0° C. under nitrogen, was added portionwise 5,6-dimethyl-1H-benzo[d]imidazole (215 mg, 1.4 mmol). The reaction mixture was stirred for 5 min. A solution of 6-(chloromethyl)-2-(methylthio)benzo[d]thiazole (320 mg, 1.4 mmol) from Step 4 of Example 36 in anhydrous DMF (2 mL) was added dropwise. The reaction mixture was allowed to warm to rt and stir for 1 h. The reaction solution w... The reactants are C1OCCC2=C1C=C(C(=C2)C(=O)OC)C(=O)OC (dimethyl 3,4-dihydro-1H-2-benzopyran-6,7-dicarboxylate), [OH-].[K+] (potassium hydroxide). Run in CO (methanol). Run at temperature 49 celsius, time 3 hour. Yields the product C1OCCC2=C1C=C(C(=C2)C(=O)[O-])C(=O)[O-].[K+].[K+] (Dipotassium 3,4-dihydro-1H-2-benzopyran-6,7-dicarboxylate). The yield is 73.7%. RXN SMILES: [CH2:1]1[C:6]2[CH:7]=[C:8]([C:15]([O:17]C)=[O:16])[C:9]([C:11]([O:13]C)=[O:12])=[CH:10][C:5]=2[CH2:4][CH2:3][O:2]1.[OH-].[K+:20]>CO>[CH2:1]1[C:6]2[CH:7]=[C:8]([C:15]([O-:17])=[O:16])[C:9]([C:11]([O-:13])=[O:12])=[CH:10][C:5]=2[CH2:4][CH2:3][O:2]1.[K+:20].[K+:20] |f:1.2,4.5.6|. Reported procedure: A mixture of dimethyl 3,4-dihydro-1H-2-benzopyran-6,7-dicarboxylate (16.5 g, 0.0659 mol), potassium hydroxide (10.4 g, 0.184 mol) and methanol is stirred for 3 hours at 49° C., cooled to room temperature, and filtered. The filter cake is dried to afford the title product as a cream-colored solid (14.5 g) mp >250° C. As a reaction SMILES: [Al+3:24].[CH2:31]1[O:32][CH2:33][CH2:34][CH2:35]1.[Cl:1][c:2]1[cH:3][cH:4][c:5]([O:6][CH2:7][c:8]2[cH:9][cH:10][c:11]([O:12][C:13]([C:14](=[O:15])[OH:16])([CH3:17])[CH3:18])[cH:19][cH:20]2)[cH:21][cH:22]1.[H-:23].[H-:26].[H-:27].[H-:28].[Li+:25].[Na+:30].[OH-:29].[OH2:36]>>[Cl:1][c:2]1[cH:3][cH:4][c:5]([O:6][CH2:7][c:8]2[cH:9][cH:10][c:11]([O:12][C:13]([CH2:14][OH:15])([CH3:17])[CH3:18])[cH:19][cH:20]2)[cH:21][cH:22]1. Yields the product CC(C)(CO)Oc1ccc(COc2ccc(Cl)cc2)cc1. Reactants: [Al+3], C1CCOC1, CC(C)(Oc1ccc(COc2ccc(Cl)cc2)cc1)C(=O)O, [H-], [H-], [H-], [H-], [Li+], [Na+], [OH-], O. Reactants: C(C)(=O)O (acetic acid), [N+](=O)([O-])C1=C2C=CNC2=CC=C1 (4-nitroindole). The reagents and catalysts are [Fe] (Iron). The solvent is C(C)O (ethanol). The product is NC1=C2C=CNC2=CC=C1 (4-aminoindole). Yield: 99.9%. Reaction SMILES: C(O)(=O)C.[N+:5]([C:8]1[CH:16]=[CH:15][CH:14]=[C:13]2[C:9]=1[CH:10]=[CH:11][NH:12]2)([O-])=O>C(O)C.[Fe]>[NH2:5][C:8]1[CH:16]=[CH:15][CH:14]=[C:13]2[C:9]=1[CH:10]=[CH:11][NH:12]2. Reported procedure: Iron powder (1.20 g, 21.58 mmol) and acetic acid (2.47 mL, 43.19 mmol) are added to a solution of 4-nitroindole (1.0 g, 6.17 mmol) in ethanol (20 mL). The resulting suspension is heated to reflux for 14 hours. The ethanol is removed by rotary evaporation and the residue is partitioned between water and ethyl acetate. The ethyl acetate layer is dried over magnesium sulfate, filtered, and the solvents removed by rotary evaporation. The crude residue is purified via silica gel column chromatography... Reactants: CNCCCCC(=O)OCC1CC(c2ccc(-c3ccc(N4CC(Cn5ccnn5)OC4=O)cc3F)cn2)=NO1, CN(C)CC(=O)O, CC(C)N=C=NC(C)C, CN(C)c1ccncc1, CCOC(C)=O, CN(C)C=O. Product: CN(C)CC(=O)N(C)CCCCC(=O)OCC1CC(c2ccc(-c3ccc(N4CC(Cn5ccnn5)OC4=O)cc3F)cn2)=NO1. As a reaction SMILES: [CH3:1][NH:2][CH2:3][CH2:4][CH2:5][CH2:6][C:7](=[O:8])[O:9][CH2:10][CH:11]1[CH2:12][C:13]([c:16]2[n:17][cH:18][c:19](-[c:22]3[c:23]([F:40])[cH:24][c:25]([N:28]4[C:29](=[O:39])[O:30][CH:31]([CH2:33][n:34]5[n:35][n:36][cH:37][cH:38]5)[CH2:32]4)[cH:26][cH:27]3)[cH:20][cH:21]2)=[N:14][O:15]1.[CH3:41][N:42]([CH3:43])[CH2:44][C:45]([OH:46])=[O:47].[CH3:48][CH:49]([N:50]=[C:51]=[N:52][CH:53]([CH3:54])[CH3:55])[CH3:56].[CH3:57][N:58]([CH3:59])[c:60]1[cH:61][cH:62][n:63][cH:64][cH:65]1.[CH3:71][CH2:72][O:73][C:74](=[O:75])[CH3:76].[O:66]=[CH:67][N:68]([CH3:69])[CH3:70]>>[CH3:1][N:2]([CH2:3][CH2:4][CH2:5][CH2:6][C:7](=[O:8])[O:9][CH2:10][CH:11]1[CH2:12][C:13]([c:16]2[n:17][cH:18][c:19](-[c:22]3[c:23]([F:40])[cH:24][c:25]([N:28]4[C:29](=[O:39])[O:30][CH:31]([CH2:33][n:34]5[n:35][n:36][cH:37][cH:38]5)[CH2:32]4)[cH:26][cH:27]3)[cH:20][cH:21]2)=[N:14][O:15]1)[C:45]([CH2:44][N:42]([CH3:41])[CH3:43])=[O:47].